Dataset: the Open Reaction Database (ORD), a public repository of structured organic reaction records. Task: describe an organic reaction: reactants, conditions, products, and yield The reactants are CS, O=C(O)C(F)(F)F, O=c1[nH]cc(CO)c(=O)[nH]1. Yields the product CSCc1c[nH]c(=O)[nH]c1=O. As a reaction SMILES: [CH3:1][SH:2].[OH:13][C:14]([C:15]([F:16])([F:17])[F:18])=[O:19].[OH:3][CH2:4][c:5]1[c:6](=[O:12])[nH:7][c:8](=[O:11])[nH:9][cH:10]1>>[CH3:1][S:2][CH2:4][c:5]1[c:6](=[O:12])[nH:7][c:8](=[O:11])[nH:9][cH:10]1. The reactants are CS(=O)(=O)O, CO, CC(n1c(N)nc2ccc(-c3[nH]c(-c4c(F)cccc4F)nc3-c3ccc(F)cc3)nc21)C(C)(C)C, O. Product: CS(=O)(=O)O, CC(n1c(N)nc2ccc(-c3[nH]c(-c4c(F)cccc4F)nc3-c3ccc(F)cc3)nc21)C(C)(C)C. Reaction SMILES: [CH3:37][S:38]([OH:39])(=[O:40])=[O:41].[CH3:43][OH:44].[F:1][c:2]1[c:3](-[c:9]2[n:10][c:11](-[c:30]3[cH:31][cH:32][c:33]([F:36])[cH:34][cH:35]3)[c:12](-[c:14]3[cH:15][cH:16][c:17]4[c:18]([n:19]3)[n:20]([CH:24]([C:25]([CH3:26])([CH3:27])[CH3:28])[CH3:29])[c:21]([NH2:23])[n:22]4)[nH:13]2)[c:4]([F:8])[cH:5][cH:6][cH:7]1.[OH2:42]>>[CH3:37][S:38](=[O:39])(=[O:40])[OH:41].[F:1][c:2]1[c:3](-[c:9]2[n:10][c:11](-[c:30]3[cH:31][cH:32][c:33]([F:36])[cH:34][cH:35]3)[c:12](-[c:14]3[cH:15][cH:16][c:17]4[c:18]([n:19]3)[n:20]([CH:24]([C:25]([CH3:26])([CH3:27])[CH3:28])[CH3:29])[c:21]([NH2:23])[n:22]4)[nH:13]2)[c:4]([F:8])[cH:5][cH:6][cH:7]1. Starting materials: COC(=O)C=1SC(=CC1N)C#CC(C)(C)C (5-(3,3-dimethyl-but-1-ynyl)-3-amino-thiophene-2-carboxylic acid methyl ester), C(C)(C)(C)OC(=O)N1CCC(CC1)=O (N-tert-butoxycarbonyl-piperidin-4-one), C(C)(C)(C)OC(=O)N1CCC(CC1)=O (N-tert-butoxycarbonyl-piperidin-4-one), C1(=CC=CC=C1)[SiH3] (phenylsilane), C1(=CC=CC=C1)[SiH3] (phenylsilane). Reagents/catalysts: C(CCC)[Sn](CCCC)(Cl)Cl (dibutyltin dichloride), C(CCC)[Sn](CCCC)(Cl)Cl (dibutyltin dichloride). The solvent is C1CCOC1 (THF), C(Cl)Cl (CH2Cl2). Run at time 10 minute. Product: COC(=O)C=1SC(=CC1NC1CCN(CC1)C(=O)OC(C)(C)C)C#CC(C)(C)C (5-(3,3-dimethyl-but-1-ynyl)-3-(N-tert-butoxycarbonyl-piperidin-4-yl)amino-thiophene-2-carboxylic acid methyl ester). Yield: 204.8%. Reaction SMILES: [CH3:1][O:2][C:3]([C:5]1[S:6][C:7]([C:11]#[C:12][C:13]([CH3:16])([CH3:15])[CH3:14])=[CH:8][C:9]=1[NH2:10])=[O:4].[C:17]([O:21][C:22]([N:24]1[CH2:29][CH2:28][C:27](=O)[CH2:26][CH2:25]1)=[O:23])([CH3:20])([CH3:19])[CH3:18].C1([SiH3])C=CC=CC=1>C1COCC1.C(Cl)Cl.C([Sn](Cl)(Cl)CCCC)CCC>[CH3:1][O:2][C:3]([C:5]1[S:6][C:7]([C:11]#[C:12][C:13]([CH3:16])([CH3:15])[CH3:14])=[CH:8][C:9]=1[NH:10][CH:27]1[CH2:28][CH2:29][N:24]([C:22]([O:21][C:17]([CH3:20])([CH3:19])[CH3:18])=[O:23])[CH2:25][CH2:26]1)=[O:4]. Procedure details: To a solution of 5-(3,3-dimethyl-but-1-ynyl)-3-amino-thiophene-2-carboxylic acid methyl ester (1.512 g, 5.97 mmol) and N-tert-butoxycarbonyl-piperidin-4-one (1.189 g, 5.97 mmol) in 2 mL of dry THF is added dibutyltin dichloride (181 mg, 0.60 mmol), and the mixture is stirred for 10 min at room temperature under nitrogen. Then phenylsilane (810 μL, 6.57 mmol) is added, and the mixture is stirred for 24 h at room temperature. Additional 595 mg of N-tert-butoxycarbonyl-piperidin-4-one, 90 mg of dib... Starting materials: COC(=O)c1ccc2c(C3CCCCC3)c(-c3ccccc3NC(=O)OC(C)(C)C)n(CCC(=O)O)c2c1, ClCCl, O=C(O)C(F)(F)F. Yields the product COC(=O)c1ccc2c(C3CCCCC3)c(-c3ccccc3N)n(CCC(=O)O)c2c1. Reaction SMILES: [C:1]([O:2][C:3](=[O:4])[NH:8][c:9]1[c:10](-[c:15]2[n:16]([CH2:34][CH2:35][C:36](=[O:37])[OH:38])[c:17]3[cH:18][c:19]([C:30](=[O:31])[O:32][CH3:33])[cH:20][cH:21][c:22]3[c:23]2[CH:24]2[CH2:25][CH2:26][CH2:27][CH2:28][CH2:29]2)[cH:11][cH:12][cH:13][cH:14]1)([CH3:5])([CH3:6])[CH3:7].[Cl:46][CH2:47][Cl:48].[F:39][C:40]([F:41])([F:42])[C:43]([OH:44])=[O:45]>>[NH2:8][c:9]1[c:10](-[c:15]2[n:16]([CH2:34][CH2:35][C:36](=[O:37])[OH:38])[c:17]3[cH:18][c:19]([C:30](=[O:31])[O:32][CH3:33])[cH:20][cH:21][c:22]3[c:23]2[CH:24]2[CH2:25][CH2:26][CH2:27][CH2:28][CH2:29]2)[cH:11][cH:12][cH:13][cH:14]1. Reactants: C1(CCCC1)C1=NC(C(N(C2=C1C=CC=C2)CC)=O)NC(=O)OCC2=CC=CC=C2 (5-Cyclopentyl-1,3-dihydro-1-ethyl-3(R,S)[(benzyloxycarbonyl)amino]-2H-1,4-benzodiazepin-2-one). The reagents and catalysts are [Pd] (palladium on carbon). The solvent is C(=O)O.CO (formic acid methanol), C(=O)O.CO (formic acid methanol). The product is NC1C(N(C2=C(C(=N1)C1CCCC1)C=CC=C2)CC)=O (3(R,S)-Amino-5-cyclopentyl-1,3-dihydro-1-ethyl-2H-1,4-benzodiazepin-2-one). RXN SMILES: [CH:1]1([C:6]2[C:12]3[CH:13]=[CH:14][CH:15]=[CH:16][C:11]=3[N:10]([CH2:17][CH3:18])[C:9](=[O:19])[CH:8]([NH:20]C(OCC3C=CC=CC=3)=O)[N:7]=2)[CH2:5][CH2:4][CH2:3][CH2:2]1>C(O)=O.CO.[Pd]>[NH2:20][CH:8]1[N:7]=[C:6]([CH:1]2[CH2:2][CH2:3][CH2:4][CH2:5]2)[C:12]2[CH:13]=[CH:14][CH:15]=[CH:16][C:11]=2[N:10]([CH2:17][CH3:18])[C:9]1=[O:19] |f:1.2|. Procedure details: 5-Cyclopentyl-1,3-dihydro-1-ethyl-3(R,S)[(benzyloxycarbonyl)amino]-2H-1,4-benzodiazepin-2-one (0.5 g, 1.23 mmol) was dissolved in formic acid/methanol (50 ml of a 4.5% (v/v) solution), and added, over 5 min, to a stirred suspension of 10% palladium on carbon (200 mg, 40% (w/w)) in formic acid/methanol (10 ml). After 10 min the catalyst was removed by filtration, washed with methanol and acetone and the flitrate concentrated. The residue was partitioned between ethyl acetate (100 ml) and 10% sodi... Starting materials: CC(=O)O, CC(=O)[O-], CCCc1cc(C)c(C#N)c(=O)[nH]1, [Na+], O=[Pt]. Reaction SMILES: [CH3:19][C:20](=[O:21])[OH:22].[CH3:2][C:3](=[O:4])[O-:5].[CH3:6][c:7]1[c:8]([C:17]#[N:18])[c:9](=[O:16])[nH:10][c:11]([CH2:13][CH2:14][CH3:15])[cH:12]1.[Na+:1].[Pt:23]=[O:24]>>[CH3:6][c:7]1[c:8]([CH2:17][NH2:18])[c:9](=[O:16])[nH:10][c:11]([CH2:13][CH2:14][CH3:15])[cH:12]1. Product: CCCc1cc(C)c(CN)c(=O)[nH]1.